The task is: describe an organic reaction: reactants, conditions, products, and yield. This data is from the Open Reaction Database (ORD), a public repository of structured organic reaction records. Reactants: C(C)(C)(C)[Si](OCCNCCC1=CNC2=CC=CC=C12)(C)C ([2-(tert-Butyl-dimethyl-silanyloxy)-ethyl]-[2-(1H-Indol-3-yl)-ethyl]-amine), C(C)(C)(C)[Si](OCCNCCC1=CNC2=CC=CC=C12)(C)C ([2-(tert-Butyl-dimethyl-silanyloxy)-ethyl]-[2-(1H-Indol-3-yl)-ethyl]-amine), C(C)(C)(C)OC(\C=C\C1=CN(C=C1)S(=O)(=O)C1=CC=C(C=C1)CBr)=O ((E)-3-[1-(4-bromomethyl-benzenesulfonyl)-1H-pyrrol-3-yl]-acrylic acid tert-butyl ester), C(C)(C)(C)OC(\C=C\C1=CN(C=C1)S(=O)(=O)C1=CC=C(C=C1)CBr)=O ((E)-3-[1-(4-bromomethyl-benzenesulfonyl)-1H-pyrrol-3-yl]-acrylic acid tert-butyl ester). Run in C(C)O (ethanol). Conditions: time 43 hour. Product: C(C)(C)(C)OC(\C=C\C1=CN(C=C1)S(=O)(=O)C1=CC=C(C=C1)CN(CCC1=CNC2=CC=CC=C12)CCO[Si](C)(C)C(C)(C)C)=O ((E)-3-{1-[4-({[2-(tert-Butyl-dimethyl-silanyloxy)-ethyl]-[2-(1H-indol-3-yl)-ethyl]-amino}-methyl)-benzenesulfonyl]-1H-pyrrol-3-yl}-acrylic acid tert-butyl ester). Reaction SMILES: [C:1]([Si:5]([CH3:22])([CH3:21])[O:6][CH2:7][CH2:8][NH:9][CH2:10][CH2:11][C:12]1[C:20]2[C:15](=[CH:16][CH:17]=[CH:18][CH:19]=2)[NH:14][CH:13]=1)([CH3:4])([CH3:3])[CH3:2].[C:23]([O:27][C:28](=[O:47])/[CH:29]=[CH:30]/[C:31]1[CH:35]=[CH:34][N:33]([S:36]([C:39]2[CH:44]=[CH:43][C:42]([CH2:45]Br)=[CH:41][CH:40]=2)(=[O:38])=[O:37])[CH:32]=1)([CH3:26])([CH3:25])[CH3:24]>C(O)C>[C:23]([O:27][C:28](=[O:47])/[CH:29]=[CH:30]/[C:31]1[CH:35]=[CH:34][N:33]([S:36]([C:39]2[CH:44]=[CH:43][C:42]([CH2:45][N:9]([CH2:8][CH2:7][O:6][Si:5]([C:1]([CH3:2])([CH3:4])[CH3:3])([CH3:22])[CH3:21])[CH2:10][CH2:11][C:12]3[C:20]4[C:15](=[CH:16][CH:17]=[CH:18][CH:19]=4)[NH:14][CH:13]=3)=[CH:41][CH:40]=2)(=[O:38])=[O:37])[CH:32]=1)([CH3:26])([CH3:25])[CH3:24]. Reported procedure: [2-(tert-Butyl-dimethyl-silanyloxy)-ethyl]-[2-(1H-Indol-3-yl)-ethyl]-amine (compound E2) (830 mg, 2.60 mmol) is dissolved in ethanol (200 ml). (E)-3-[1-(4-bromomethyl-benzenesulfonyl)-1H-pyrrol-3-yl]-acrylic acid tert-butyl ester (compound D4) (1.01 g, 2.37 mmol) is added and the mixture is stirred for 43 hours and evaporated. The residue is purified by a silica gel flash chromatograph using petrol ether-ether eluent. Starting materials: O=C1c2ccccc2C(=O)N1n1cccc1, [Cl-], [Cl-], O=C(Cl)c1ccccc1Cl, ClCCCl, [Zn+2]. Product: O=C(c1ccccc1Cl)c1cccn1N1C(=O)c2ccccc2C1=O. Reaction SMILES: [C:1]1(=[O:16])[c:2]2[c:3]([cH:12][cH:13][cH:14][cH:15]2)[C:4](=[O:11])[N:5]1[n:6]1[cH:7][cH:8][cH:9][cH:10]1.[Cl-:31].[Cl-:33].[Cl:17][c:18]1[c:19]([C:20](=[O:21])[Cl:22])[cH:23][cH:24][cH:25][cH:26]1.[Cl:27][CH2:28][CH2:29][Cl:30].[Zn+2:32]>>[C:1]1(=[O:16])[c:2]2[c:3]([cH:12][cH:13][cH:14][cH:15]2)[C:4](=[O:11])[N:5]1[n:6]1[c:7]([C:20]([c:19]2[c:18]([Cl:17])[cH:26][cH:25][cH:24][cH:23]2)=[O:21])[cH:8][cH:9][cH:10]1. Reactants: C(C1=CC=CC=C1)OC1=C(C=C(C=C1)CC(C)NC(CC1=CC=C(C=C1)C)=O)OC (N-[2-(4-benzyloxy-3-methoxyphenyl)-1-methylethyl]-2-(4-methylphenyl)acetamide), C(C)(C)(C)OC(N(C)C)N(C)C (t-butoxybis(dimethylamino) methane), Cl (hydrochloric acid). Solvent: O1CCCC1 (tetrahydrofuran). Conditions: temperature 80 celsius, time 2 hour. The product is C(C1=CC=CC=C1)OC1=C(C=C(C=C1)CC(C)NC(C(=CO)C1=CC=C(C=C1)C)=O)OC (N-[2-(4-benzyloxy-3-methoxyphenyl)-1-methylethyl]-3-hydroxy-2-(4-methylphenyl)acrylamide). The yield is 74.0%. Reaction SMILES: [CH2:1]([O:8][C:9]1[CH:14]=[CH:13][C:12]([CH2:15][CH:16]([NH:18][C:19](=[O:28])[CH2:20][C:21]2[CH:26]=[CH:25][C:24]([CH3:27])=[CH:23][CH:22]=2)[CH3:17])=[CH:11][C:10]=1[O:29][CH3:30])[C:2]1[CH:7]=[CH:6][CH:5]=[CH:4][CH:3]=1.[C:31]([O:35]C(N(C)C)N(C)C)(C)(C)C.Cl>O1CCCC1>[CH2:1]([O:8][C:9]1[CH:14]=[CH:13][C:12]([CH2:15][CH:16]([NH:18][C:19](=[O:28])[C:20]([C:21]2[CH:22]=[CH:23][C:24]([CH3:27])=[CH:25][CH:26]=2)=[CH:31][OH:35])[CH3:17])=[CH:11][C:10]=1[O:29][CH3:30])[C:2]1[CH:7]=[CH:6][CH:5]=[CH:4][CH:3]=1. Procedure details: 2.40 g (5.95 mmol) of N-[2-(4-benzyloxy-3-methoxyphenyl)-1-methylethyl]-2-(4-methylphenyl)acetamide and 3.10 g (17.8 mmol) of t-butoxybis(dimethylamino) methane were mixed and stirred at 80° C. for 2 hours. The reaction mixture was cooled and tetrahydrofuran was added thereto. The reaction mixture was acidified with hydrochloric acid and stirred at room temperature for 2 hours. After the solvent was distilled off under reduced pressure, the residue was extracted with chloroform washed with satur... The reactants are COC(=O)CCCCCNC(=O)c1ccc2ccccc2c1, Cl, [Li+], C1CCOC1, [OH-]. Yields the product O=C(O)CCCCCNC(=O)c1ccc2ccccc2c1. Reaction SMILES: [CH3:1][O:2][C:3]([CH2:4][CH2:5][CH2:6][CH2:7][CH2:8][NH:9][C:10](=[O:11])[c:12]1[cH:13][c:14]2[cH:15][cH:16][cH:17][cH:18][c:19]2[cH:20][cH:21]1)=[O:22].[ClH:25].[Li+:24].[O:26]1[CH2:27][CH2:28][CH2:29][CH2:30]1.[OH-:23]>>[O:2]=[C:3]([CH2:4][CH2:5][CH2:6][CH2:7][CH2:8][NH:9][C:10](=[O:11])[c:12]1[cH:13][c:14]2[cH:15][cH:16][cH:17][cH:18][c:19]2[cH:20][cH:21]1)[OH:22]. Starting materials: OCCCC#CC1=CC(=CC(=C1)C#CCCCO)C#CCCCO (1,3,5-tris-(5-hydroxy-1-pentynyl)benzene). Reagents/catalysts: [Pd] (Pd/C). Solvent: CO (methanol). Run at time 4 hour. Product: OCCCCCC1=CC(=CC(=C1)CCCCCO)CCCCCO (1,3,5-tris-(5-hydroxypentyl)benzene). Yield: 98.1%. RXN SMILES: [OH:1][CH2:2][CH2:3][CH2:4][C:5]#[C:6][C:7]1[CH:12]=[C:11]([C:13]#[C:14][CH2:15][CH2:16][CH2:17][OH:18])[CH:10]=[C:9]([C:19]#[C:20][CH2:21][CH2:22][CH2:23][OH:24])[CH:8]=1>CO.[Pd]>[OH:1][CH2:2][CH2:3][CH2:4][CH2:5][CH2:6][C:7]1[CH:12]=[C:11]([CH2:13][CH2:14][CH2:15][CH2:16][CH2:17][OH:18])[CH:10]=[C:9]([CH2:19][CH2:20][CH2:21][CH2:22][CH2:23][OH:24])[CH:8]=1. Procedure details: 1,3,5-tris-(5-hydroxy-1-pentynyl)benzene (2.84 g, 8.6 mmol) was dissolved in methanol (30 mL) and 10% Pd/C (5% w/w) was added. The resulting mixture was hydrogenated on a Parr hydrogenation apparatus (45 psi) for 4 hours. The catalyst was removed by filtration through a celite pad. The filter cake was rinsed with methanol, and the combined organic liquors were concentrated under reduced pressure. The crude product was purified by column chromatography (CHCl3:MeOH 6:1) to afford 2.84 g of 1,3,5-t... Reactants: Cl.C(C)(C)(C)OC(=O)C1=C(SC=2CNC(C(C21)N=C=O)CN2C(C1=CC=CC=C1C2=O)=O)OCC2=CC=CC=C2 (2-benzyloxy-carbonylamino-5-(1,3-dioxo-1,3-dihydro-isoindol-2-ylmethyl)-4,5,6,7-tetrahydro-thieno[2,3-c]pyridine-3-carboxylic acid tert-butyl ester hydrochloride), NN (hydrazine). The solvent is C(C)O (ethanol). Conditions: temperature 80 celsius, time 16 hour. Yields the product C(C)(C)(C)OC(=O)C1=C(SC=2CNC(C(C21)N=C=O)CN)OCC2=CC=CC=C2 (5-aminomethyl-2-benzyloxy-carbonylamino-4,5,6,7-tetrahydro-thieno[2,3-c]pyridine-3-carboxylic acid tert-butyl ester). Isolated yield 66.9%. RXN SMILES: Cl.[C:2]([O:6][C:7]([C:9]1[C:17]2[CH:16]([N:18]=[C:19]=[O:20])[CH:15]([CH2:21][N:22]3C(=O)C4C(=CC=CC=4)C3=O)[NH:14][CH2:13][C:12]=2[S:11][C:10]=1[O:33][CH2:34][C:35]1[CH:40]=[CH:39][CH:38]=[CH:37][CH:36]=1)=[O:8])([CH3:5])([CH3:4])[CH3:3].NN>C(O)C>[C:2]([O:6][C:7]([C:9]1[C:17]2[CH:16]([N:18]=[C:19]=[O:20])[CH:15]([CH2:21][NH2:22])[NH:14][CH2:13][C:12]=2[S:11][C:10]=1[O:33][CH2:34][C:35]1[CH:36]=[CH:37][CH:38]=[CH:39][CH:40]=1)=[O:8])([CH3:5])([CH3:3])[CH3:4] |f:0.1|. Reported procedure: To a solution of the above 2-benzyloxy-carbonylamino-5-(1,3-dioxo-1,3-dihydro-isoindol-2-ylmethyl)-4,5,6,7-tetrahydro-thieno[2,3-c]pyridine-3-carboxylic acid tert-butyl ester hydrochloride (42 mg, 0.072 mmol) in ethanol (0.5 ml) was added hydrazine (68 μl, 0.22 mmol). The solution was stirred at 80° C. for 5 h. and at room temperature for 16 h. The mixture was filtered and the filtrate evaporated in vacuo. The residue was extracted with dichloromethane (5×1 ml). The combined dichloromethane wash... Starting materials: C1(CC1)C1=C(N=NN1C1CC(C1)CC(C)C)C(CC(=O)OC(C)(C)C)CCO (tert-Butyl 3-[5-cyclopropyl-1-(3-isobutylcyclobutyl)-1H-[1,2,3]triazol-4-yl]-5-hydroxyvalerate), C(Cl)(Cl)Cl (chloroform), C([O-])(O)=O.[Na+] (sodium bicarbonate), CC(=O)OI1(C=2C=CC=CC2C(=O)O1)(OC(=O)C)OC(=O)C (Dess-Martin reagent). Run in C(C)(=O)OCC (ethyl acetate). Run at time 1 hour. Yields the product C1(CC1)C1=C(N=NN1C1CC(C1)CC(C)C)C(CC(=O)OC(C)(C)C)CC=O (tert-Butyl 3-[5-cyclopropyl-1-(3-isobutylcyclobutyl)-1H-[1,2,3]triazol-4-yl]-5-oxovalerate). The yield is 100.5%. Reaction SMILES: [CH:1]1([C:4]2[N:8]([CH:9]3[CH2:12][CH:11]([CH2:13][CH:14]([CH3:16])[CH3:15])[CH2:10]3)[N:7]=[N:6][C:5]=2[CH:17]([CH2:26][CH2:27][OH:28])[CH2:18][C:19]([O:21][C:22]([CH3:25])([CH3:24])[CH3:23])=[O:20])[CH2:3][CH2:2]1.C(Cl)(Cl)Cl.CC(OI1(OC(C)=O)(OC(C)=O)OC(=O)C2C=CC=CC1=2)=O.C(=O)(O)[O-].[Na+]>C(OCC)(=O)C>[CH:1]1([C:4]2[N:8]([CH:9]3[CH2:10][CH:11]([CH2:13][CH:14]([CH3:16])[CH3:15])[CH2:12]3)[N:7]=[N:6][C:5]=2[CH:17]([CH2:26][CH:27]=[O:28])[CH2:18][C:19]([O:21][C:22]([CH3:24])([CH3:23])[CH3:25])=[O:20])[CH2:2][CH2:3]1 |f:3.4|. Procedure: tert-Butyl 3-[5-cyclopropyl-1-(3-isobutylcyclobutyl)-1H-[1,2,3]triazol-4-yl]-5-hydroxyvalerate (106 mg) and chloroform (1 mL) were mixed. To the mixture was added Dess-Martin reagent (130 mg) at ice temperature. After stirring at RT for 1 hr, saturated aqueous sodium bicarbonate and ethyl acetate were added to the mixture at ice temperature. The mixture was extracted with ethyl acetate. The organic layer was washed with saturated aqueous sodium bicarbonate, water and brine, then dried over magne... Reactants: NC1=CC2=C(N=C(O2)N2CCN(CC2)C)C=C1Cl (6-amino-5-chloro-2-(4-methyl-1-piperazinyl)benzoxazole), C=O (formaldehyde). Run in C(=O)O (formic acid). Reaction conditions: time 3 hour. Product: CNC1=CC2=C(N=C(O2)N2CCN(CC2)C)C=C1Cl (6-Methylamino-5-chloro-2-(4-methyl-1-piperazinyl)benzoxazole). RXN SMILES: [NH2:1][C:2]1[C:17]([Cl:18])=[CH:16][C:5]2[N:6]=[C:7]([N:9]3[CH2:14][CH2:13][N:12]([CH3:15])[CH2:11][CH2:10]3)[O:8][C:4]=2[CH:3]=1.[CH2:19]=O>C(O)=O>[CH3:19][NH:1][C:2]1[C:17]([Cl:18])=[CH:16][C:5]2[N:6]=[C:7]([N:9]3[CH2:10][CH2:11][N:12]([CH3:15])[CH2:13][CH2:14]3)[O:8][C:4]=2[CH:3]=1. Reported procedure: A 50 mg portion of 6-amino-5-chloro-2-(4-methyl-1-piperazinyl)benzoxazole was dissolved in 5 ml of formic acid, and the solution was mixed with 3 ml of formaldehyde and stirred at room temperature for 3 hours. The solvent was concentrated under a reduced pressure, and the resulting oily matter was mixed with saturated sodium bicarbonate aqueous solution and extracted with ethyl acetate. The organic layer was washed with saturated brine and dried with magnesium sulfate, and then the solvent was e...